From a dataset of the Open Reaction Database (ORD), a public repository of structured organic reaction records. describe an organic reaction: reactants, conditions, products, and yield Reactants: C(#N)C1=CCC2(CCN(CC2)C(=O)OC(C)(C)C)C2=CC=CC=C12 (tert-butyl 4-cyano-2H-spiro[naphthalene-1,4′-piperidine]-1′-carboxylate), C(=O)(C(F)(F)F)O (TFA). Run in ClCCl (dichloromethane). Yields the product N1CCC2(CC1)CC=C(C1=CC=CC=C12)C#N (2H-spiro[naphthalene-1,4′-piperidine]-4-carbonitrile). Reaction SMILES: [C:1]([C:3]1[C:24]2[C:19](=[CH:20][CH:21]=[CH:22][CH:23]=2)[C:6]2([CH2:11][CH2:10][N:9](C(OC(C)(C)C)=O)[CH2:8][CH2:7]2)[CH2:5][CH:4]=1)#[N:2].C(O)(C(F)(F)F)=O>ClCCl>[NH:9]1[CH2:8][CH2:7][C:6]2([C:19]3[C:24](=[CH:23][CH:22]=[CH:21][CH:20]=3)[C:3]([C:1]#[N:2])=[CH:4][CH2:5]2)[CH2:11][CH2:10]1. Procedure details: A solution of the nitrile (A3) (300 mg) in dichloromethane (3 ml) was treated with TFA (1 ml) for 1 hour, concentrated, co-evaporated with acetonitrile and dissolved in dichloromethane (ca. 100 ml). The resulting solution was washed with a mixture of brine (ca. 20 ml) and 6N NaOH (2 ml), dried over Na2SO4, and concentrated to give 2H-spiro[naphthalene-1,4′-piperidine]-4-carbonitrile (A4) as a white solid. LC-MS: m/e=225.2 (M+H). Rt=1.53 min. Starting materials: COC(=O)Cc1cccc(C(=O)c2ccccc2)c1N(C)C, CC(=O)O, [Na+], [OH-], O. Product: CN(C)c1c(CC(=O)O)cccc1C(=O)c1ccccc1. RXN SMILES: [CH3:1][N:2]([c:3]1[c:4]([CH2:17][C:18](=[O:19])[O:20][CH3:21])[cH:5][cH:6][cH:7][c:8]1[C:9]([c:10]1[cH:11][cH:12][cH:13][cH:14][cH:15]1)=[O:16])[CH3:22].[CH3:25][C:26](=[O:27])[OH:28].[Na+:24].[OH-:23].[OH2:29]>>[CH3:1][N:2]([c:3]1[c:4]([CH2:17][C:18](=[O:19])[OH:20])[cH:5][cH:6][cH:7][c:8]1[C:9]([c:10]1[cH:11][cH:12][cH:13][cH:14][cH:15]1)=[O:16])[CH3:22]. Starting materials: Cl (hydrochloric acid), OC(C(C(=O)OC)C1CCN(CC1)C(=O)OC(C)(C)C)C=1C(=NC=CC1)NC(C(C)(C)C)=O (tert-butyl 4-(1-hydroxy-3-methoxy-3-oxo-1-(2-pivalamidopyridin-3-yl)propan-2-yl)piperidine-1-carboxylate). Run in O (water). Run at time 25 hour. Product: Cl.Cl.N1CCC(CC1)C=1C(NC2=NC=CC=C2C1)=O (3-(Piperidin-4-yl)-1,8-naphthyridin-2(1H)-one dihydrochloride). Isolated yield 33.0%. RXN SMILES: [ClH:1].O[CH:3]([C:22]1[C:23]([NH:28][C:29](=[O:34])C(C)(C)C)=[N:24][CH:25]=[CH:26][CH:27]=1)[CH:4]([CH:9]1[CH2:14][CH2:13][N:12](C(OC(C)(C)C)=O)[CH2:11][CH2:10]1)C(OC)=O>O>[ClH:1].[ClH:1].[NH:12]1[CH2:11][CH2:10][CH:9]([C:4]2[C:29](=[O:34])[NH:28][C:23]3[C:22]([CH:3]=2)=[CH:27][CH:26]=[CH:25][N:24]=3)[CH2:14][CH2:13]1 |f:3.4.5|. Reported procedure: Concentrated hydrochloric acid (25 mL, 305 mmol) was added with stirring to a mixture of tert-butyl 4-(1-hydroxy-3-methoxy-3-oxo-1-(2-pivalamidopyridin-3-yl)propan-2-yl)piperidine-1-carboxylate (14.0 g, 30.2 mmol) and water (75 mL). Reaction was heated to reflux and held for 25 hours. Mixture was concentrated in vacuo. Residue was crystallized from ethanol. Title compound was obtained as white solid in 33% yield. (M+H)+=230.2. Reactants: C(C1=CC=CC=C1)OC(=O)C=1N=C(C2=CC=CC=C2C1OCC1=CC=CC=C1)COC (4-Benzyloxy-1-methoxymethyl-isoquinoline-3-carboxylic acid benzyl ester), [OH-].[K+] (KOH). Product: C(C1=CC=CC=C1)OC1=C(N=C(C2=CC=CC=C12)COC)C(=O)O (4-Benzyloxy-1-methoxymethyl-isoquinoline-3-carboxylic acid). Run in CCO (EtOH). The yield is 90.2%. RXN SMILES: C([O:8][C:9]([C:11]1[N:12]=[C:13]([CH2:29][O:30][CH3:31])[C:14]2[C:19]([C:20]=1[O:21][CH2:22][C:23]1[CH:28]=[CH:27][CH:26]=[CH:25][CH:24]=1)=[CH:18][CH:17]=[CH:16][CH:15]=2)=[O:10])C1C=CC=CC=1.[OH-].[K+]>CCO>[CH2:22]([O:21][C:20]1[C:19]2[C:14](=[CH:15][CH:16]=[CH:17][CH:18]=2)[C:13]([CH2:29][O:30][CH3:31])=[N:12][C:11]=1[C:9]([OH:10])=[O:8])[C:23]1[CH:28]=[CH:27][CH:26]=[CH:25][CH:24]=1 |f:1.2|. Reaction conditions: time 18 hour. Procedure: A mixture of 4-Benzyloxy-1-methoxymethyl-isoquinoline-3-carboxylic acid benzyl ester (198 mg, 0.48 mmol), KOH (325 mg, 5 mmol) and EtOH (10 ml) was stirred at ambient temperature for 18 h before the solvent was evaporated in vacuo. To the residue was added water (25 ml) and the mixture was washed with Et2O (2×25 ml). Then the solution was acidified by addition of aqueous 6N HCl and extracted with EtOAc (25 ml). The organic phase was dried over MgSO4 and concentrated in vacuo to give the title co... Reactants: FC(C1=CC=C(C=C1)C=1OC=C(N1)C(=O)OC)(F)F (methyl 2-[4-(trifluoromethyl)phenyl]-1,3-oxazole-4-carboxylate), [H-].[Al+3].[Li+].[H-].[H-].[H-] (lithium aluminum hydride). Run in O1CCCC1 (tetrahydrofuran), O1CCCC1 (tetrahydrofuran). Conditions: temperature 0 celsius, time 30 minute. The product is FC(C1=CC=C(C=C1)C=1OC=C(N1)CO)(F)F ({2-[4-(trifluoromethyl)phenyl]-1,3-oxazol-4-yl}methan-1-ol). Reaction SMILES: [F:1][C:2]([F:19])([F:18])[C:3]1[CH:8]=[CH:7][C:6]([C:9]2[O:10][CH:11]=[C:12]([C:14](OC)=[O:15])[N:13]=2)=[CH:5][CH:4]=1.[H-].[Al+3].[Li+].[H-].[H-].[H-]>O1CCCC1>[F:19][C:2]([F:1])([F:18])[C:3]1[CH:4]=[CH:5][C:6]([C:9]2[O:10][CH:11]=[C:12]([CH2:14][OH:15])[N:13]=2)=[CH:7][CH:8]=1 |f:1.2.3.4.5.6|. Procedure: A solution of methyl 2-[4-(trifluoromethyl)phenyl]-1,3-oxazole-4-carboxylate (1.365 mmol) in tetrahydrofuran (20 ml) was cooled to 0° C., and lithium aluminum hydride in tetrahydrofuran (1.365 mmol) was added dropwise. The reaction mixture was stirred at 0° C. for 30 minutes, slowly quenched with water, followed by addition of ammonium chloride solution. The resulting mixture was filtered through celite, and washed with ethyl acetate. The filtrate was washed with brine, dried over sodium sulfate...